From a dataset of the Open Reaction Database (ORD), a public repository of structured organic reaction records. describe an organic reaction: reactants, conditions, products, and yield Starting materials: [Al+3], CC(=O)Cl, [Cl-], [Cl-], [Cl-], ClCCl, CCCS(=O)(=O)Nc1ccc(F)c(C(=O)Nc2cnc3[nH]ccc3c2)c1F. Product: CCCS(=O)(=O)Nc1ccc(F)c(C(=O)Nc2cnc3[nH]cc(C(C)=O)c3c2)c1F. As a reaction SMILES: [Al+3:4].[CH3:32][C:33]([Cl:34])=[O:35].[Cl-:1].[Cl-:2].[Cl-:3].[Cl:36][CH2:37][Cl:38].[F:5][c:6]1[c:7]([C:8](=[O:9])[NH:10][c:11]2[cH:12][c:13]3[c:14]([n:15][cH:16]2)[nH:17][cH:18][cH:19]3)[c:20]([F:31])[cH:21][cH:22][c:23]1[NH:24][S:25](=[O:26])(=[O:27])[CH2:28][CH2:29][CH3:30]>>[F:5][c:6]1[c:7]([C:8](=[O:9])[NH:10][c:11]2[cH:12][c:13]3[c:14]([n:15][cH:16]2)[nH:17][cH:18][c:19]3[C:33]([CH3:32])=[O:35])[c:20]([F:31])[cH:21][cH:22][c:23]1[NH:24][S:25](=[O:26])(=[O:27])[CH2:28][CH2:29][CH3:30].